From a dataset of the Open Reaction Database (ORD), a public repository of structured organic reaction records. describe an organic reaction: reactants, conditions, products, and yield The reactants are CCOC(=O)c1cnc(Nc2cc([N+](=O)[O-])ccc2C)nc1-c1cccnc1, CCO, [Na+], [Na+], O=C([O-])[O-], O. The product is Cc1ccc([N+](=O)[O-])cc1Nc1ncc(C(=O)[O-])c(-c2cccnc2)n1, [Na+]. RXN SMILES: [CH3:1][c:2]1[c:3]([NH:11][c:12]2[n:13][cH:14][c:15]([C:24](=[O:25])[O:26][CH2:27][CH3:28])[c:16](-[c:18]3[cH:19][n:20][cH:21][cH:22][cH:23]3)[n:17]2)[cH:4][c:5]([N+:8](=[O:9])[O-:10])[cH:6][cH:7]1.[CH3:35][CH2:36][OH:37].[Na+:29].[Na+:30].[O-:31][C:32](=[O:33])[O-:34].[OH2:38]>>[CH3:1][c:2]1[c:3]([NH:11][c:12]2[n:13][cH:14][c:15]([C:24](=[O:25])[O-:26])[c:16](-[c:18]3[cH:19][n:20][cH:21][cH:22][cH:23]3)[n:17]2)[cH:4][c:5]([N+:8](=[O:9])[O-:10])[cH:6][cH:7]1.[Na+:29]. Reactants: ClC1=CC=C(C=C1)[C@@H]1N=C(N([C@@H]1C1=CC=C(C=C1)Cl)C(=O)Cl)C1=C(C=C(C=C1)C(C)(C)C#N)OCC ((4S,5R)-4,5-bis-(4-chloro-phenyl)-2-[4-(cyano-dimethyl-methyl)-2-ethoxy-phenyl]-4,5-dihydro-imidazole-1-carbonyl chloride), C(C)S(=O)(=O)N1CCNCC1 (1-ethanesulfonyl-piperazine). Yields the product ClC1=CC=C(C=C1)[C@@H]1N=C(N([C@@H]1C1=CC=C(C=C1)Cl)C(=O)N1CCN(CC1)S(=O)(=O)CC)C1=C(C=C(C=C1)C(C#N)(C)C)OCC (2-{4-[(4S,5R)-4,5-Bis-(4-chloro-phenyl)-1-(4-ethanesulfonyl-piperazine-1-carbonyl)-4,5-dihydro-1H-imidazol-2-yl]-3-ethoxy-phenyl}-2-methyl-propionitrile). As a reaction SMILES: [Cl:1][C:2]1[CH:7]=[CH:6][C:5]([C@H:8]2[C@@H:12]([C:13]3[CH:18]=[CH:17][C:16]([Cl:19])=[CH:15][CH:14]=3)[N:11]([C:20](Cl)=[O:21])[C:10]([C:23]3[CH:28]=[CH:27][C:26]([C:29]([C:32]#[N:33])([CH3:31])[CH3:30])=[CH:25][C:24]=3[O:34][CH2:35][CH3:36])=[N:9]2)=[CH:4][CH:3]=1.[CH2:37]([S:39]([N:42]1[CH2:47][CH2:46][NH:45][CH2:44][CH2:43]1)(=[O:41])=[O:40])[CH3:38]>>[Cl:1][C:2]1[CH:3]=[CH:4][C:5]([C@H:8]2[C@@H:12]([C:13]3[CH:14]=[CH:15][C:16]([Cl:19])=[CH:17][CH:18]=3)[N:11]([C:20]([N:45]3[CH2:44][CH2:43][N:42]([S:39]([CH2:37][CH3:38])(=[O:41])=[O:40])[CH2:47][CH2:46]3)=[O:21])[C:10]([C:23]3[CH:28]=[CH:27][C:26]([C:29]([CH3:31])([CH3:30])[C:32]#[N:33])=[CH:25][C:24]=3[O:34][CH2:35][CH3:36])=[N:9]2)=[CH:6][CH:7]=1. Reported procedure: 2-{4-[(4S,5R)-4,5-Bis-(4-chloro-phenyl)-1-(4-ethanesulfonyl-piperazine-1-carbonyl)-4,5-dihydro-1H-imidazol-2-yl]-3-ethoxy-phenyl}-2-methyl-propionitrile was prepared from (4S,5R)-4,5-bis-(4-chloro-phenyl)-2-[4-(cyano-dimethyl-methyl)-2-ethoxy-phenyl]-4,5-dihydro-imidazole-1-carbonyl chloride (example 12j) and 1-ethanesulfonyl-piperazine (example 14) in an analogous manner as described in example 25. LR-MS: 682.3 [(M+H)+] The reactants are C(CCC)N1C=NC(=C1C1=C(C=C(C=C1)OC)OCOC)CO (1-n-butyl-4-hydroxymethyl-5-(2-methoxymethoxy-4-methoxyphenyl)-1H-imidazole). Reagents/catalysts: [O-2].[Mn+2] (manganese oxide). Solvent: C1(=CC=CC=C1)C (toluene). Conditions: time 5 hour. The product is C(CCC)N1C=NC(=C1C1=C(C=C(C=C1)OC)OCOC)C=O (1-n-Butyl-5-(2-methoxymethoxy-4-methoxyphenyl)-1H-imidazole-4-carboxaldehyde). Isolated yield 98.2%. RXN SMILES: [CH2:1]([N:5]1[C:9]([C:10]2[CH:15]=[CH:14][C:13]([O:16][CH3:17])=[CH:12][C:11]=2[O:18][CH2:19][O:20][CH3:21])=[C:8]([CH2:22][OH:23])[N:7]=[CH:6]1)[CH2:2][CH2:3][CH3:4]>C1(C)C=CC=CC=1.[O-2].[Mn+2]>[CH2:1]([N:5]1[C:9]([C:10]2[CH:15]=[CH:14][C:13]([O:16][CH3:17])=[CH:12][C:11]=2[O:18][CH2:19][O:20][CH3:21])=[C:8]([CH:22]=[O:23])[N:7]=[CH:6]1)[CH2:2][CH2:3][CH3:4] |f:2.3|. Procedure: To a solution 1-n-butyl-4-hydroxymethyl-5-(2-methoxymethoxy-4-methoxyphenyl)-1H-imidazole (0.05 g, 0.16 mmol) in toluene (5 mL) was added manganese oxide (0.04 g, 0.47 mmol). The mixture was stirred for 5 h at room temperature. The mixture was filtered and the filtrate was evaporated to dryness. Flash column chromatography (1:4 ethyl acetate/hexane) of the residue afforded the title compound as an oil (0.05 g, 94%). 1H NMR (250 MHz, CDCl3)δ 9.65 (s, 1H), 7.58 (s, 1H), 7.13 (d, 1H), 6.80 (d, 1H),... The reactants are O=C[C@H](O)[C@@H](O)[C@H](O)[C@H](O)CO (glucose), S(=O)(=O)([O-])[O-].[Mg+2] (magnesium sulfate), cobaltous chloride, S(=O)([O-])[O-].[Na+].[Na+] (sodium sulfite), O=C[C@H](O)[C@@H](O)[C@H](O)[C@H](O)CO (glucose), O=C[C@H](O)[C@@H](O)[C@H](O)[C@H](O)CO (glucose), O=C[C@H](O)[C@@H](O)[C@H](O)[C@H](O)CO (glucose). Run at temperature 37 celsius, time 1 hour. The product is OCC(=O)[C@@H](O)[C@H](O)[C@H](O)CO (fructose). Reaction SMILES: [O:1]=[CH:2][C@@H:3]([C@H:5]([C@@H:7]([C@@H:9]([CH2:11][OH:12])[OH:10])[OH:8])[OH:6])[OH:4].S([O-])([O-])(=O)=O.[Mg+2].S([O-])([O-])=O.[Na+].[Na+]>>[OH:1][CH2:2][C:3]([C@H:5]([C@@H:7]([C@@H:9]([CH2:11][OH:12])[OH:10])[OH:8])[OH:6])=[O:4] |f:1.2,3.4.5|. Reported procedure: [One unit of glucose isomerase is defined as the enzymatic activity which produces one micromole of fructose by reaction with glucose at 37° C. at pH 7.0 for one minute. The reaction with glucose is conducted by adding 2 g of the immobilized glucose isomerase preparation to 20 ml of an aqueous 0.1 M glucose solution (pH 7.0) containing 0.01 M of magnesium sulfate, 1 mM cobaltous chloride and 0.1 M sodium sulfite, and then shaking the mixture at 37° C. for one hour. The amount of fructose produce... Reactants: C(C1=CC=CC=C1)N1CC2COC(CN2CC1)C1=CC(=C2C(=NC=NN21)N)C=2C=CC1=CN(N=C1C2)C2=CC=CC=C2 (7-(8-benzyloctahydropyrazino[2,1-c][1,4]oxazin-3-yl)-5-(2-phenyl-2H-indazol-6-yl)pyrrolo[2,1-f][1,2,4]triazin-4-amine). Reagents/catalysts: [Pd] (palladium on carbon), [Pd] (Palladium on carbon). The solvent is CC(=O)O (AcOH), CC(=O)O (AcOH). Reaction conditions: time 8 hour. Product: C1OC(CN2C1CNCC2)C2=CC(=C1C(=NC=NN12)N)C=1C=CC2=CN(N=C2C1)C1=CC=CC=C1 (7-(octahydropyrazino[2,1-c][1,4]oxazin-3-yl)-5-(2-phenyl-2H-indazol-6-yl)pyrrolo[2,1-f][1,2,4]triazin-4-amine). Isolated yield 29.8%. Reaction SMILES: C([N:8]1[CH2:17][CH2:16][N:15]2[CH:10]([CH2:11][O:12][CH:13]([C:18]3[N:26]4[C:21]([C:22]([NH2:27])=[N:23][CH:24]=[N:25]4)=[C:20]([C:28]4[CH:29]=[CH:30][C:31]5[C:35]([CH:36]=4)=[N:34][N:33]([C:37]4[CH:42]=[CH:41][CH:40]=[CH:39][CH:38]=4)[CH:32]=5)[CH:19]=3)[CH2:14]2)[CH2:9]1)C1C=CC=CC=1>[Pd].CC(O)=O>[CH2:11]1[CH:10]2[CH2:9][NH:8][CH2:17][CH2:16][N:15]2[CH2:14][CH:13]([C:18]2[N:26]3[C:21]([C:22]([NH2:27])=[N:23][CH:24]=[N:25]3)=[C:20]([C:28]3[CH:29]=[CH:30][C:31]4[C:35]([CH:36]=3)=[N:34][N:33]([C:37]3[CH:42]=[CH:41][CH:40]=[CH:39][CH:38]=3)[CH:32]=4)[CH:19]=2)[O:12]1. Procedure: Palladium on carbon (60 mg, 10% by wt.) was placed under an inert atmosphere and suspended in AcOH (5 mL). A solution of 7-(8-benzyloctahydropyrazino[2,1-c][1,4]oxazin-3-yl)-5-(2-phenyl-2H-indazol-6-yl)pyrrolo[2,1-f][1,2,4]triazin-4-amine (600 mg, 1.08 mmol) in AcOH (6 mL) was added. The reaction mixture was placed under H2 atmosphere (1 Atm pressure) and stirred overnight. Additional amounts of palladium on carbon (10% by wt.) were added as needed until the reaction was complete as observed by ... Reaction conditions: temperature -75 celsius, time 45 minute. As a reaction SMILES: [O:1]1[C:6]2[CH:7]=[CH:8][C:9]([C:11]([OH:13])=[O:12])=[CH:10][C:5]=2[O:4][CH2:3][CH2:2]1.[CH:14]([Li])(CC)C.C1CCCCC1.IC>COCCOC>[CH3:14][C:10]1[C:5]2[O:4][CH2:3][CH2:2][O:1][C:6]=2[CH:7]=[CH:8][C:9]=1[C:11]([OH:13])=[O:12]. The reactants are IC (iodomethane), C(C)(CC)[Li] (sec-butyl lithium), C1CCCCC1 (cyclohexane), O1CCOC2=C1C=CC(=C2)C(=O)O (benzo(1,4)dioxan-6-carboxylic acid). Yield: 34.0%. Product: CC1=C(C=CC=2OCCOC21)C(=O)O (5-methyl-benzo(1,4)dioxan-6-carboxylic acid). Solvent: COCCOC (1,2-dimethoxyethane). Procedure details: To a round bottom flask equipped with magnetic stirring, an addition funnel and a nitrogen inlet, was added benzo(1,4)dioxan-6-carboxylic acid (18.00 g, 99.91 mmol) and 1,2-dimethoxyethane (667 mL). This mixture was cooled to −75° C. in a dry ice-acetone bath. To this was added 1.3 M sec-butyl lithium in cyclohexane (230.6 mL, 299.7 mmol) over 1 hour, maintaining reaction temperature below −60° C. The reaction was removed from the cooling bath, allowed to warm to −20° C., and subsequently stirre...